From a dataset of the Open Reaction Database (ORD), a public repository of structured organic reaction records. describe an organic reaction: reactants, conditions, products, and yield The reactants are COC1=CC=C2C(CNCC2=C1OC)C1=CC(=C(C=C1)OC)OC (7,8-dimethoxy-4-(3,4-dimethoxyphenyl)-1,2,3,4-tetrahydroisoquinoline), Br (hydrobromic acid). The product is Br.OC1=CC=C2C(CNCC2=C1O)C1=CC(=C(C=C1)O)O (7,8-dihydroxy-4-(3,4-dihydroxyphenyl)-1,2,3,4-tetrahydroisoquinoline hydrobromide). Reaction SMILES: C[O:2][C:3]1[C:12]([O:13]C)=[C:11]2[C:6]([CH:7]([C:15]3[CH:20]=[CH:19][C:18]([O:21]C)=[C:17]([O:23]C)[CH:16]=3)[CH2:8][NH:9][CH2:10]2)=[CH:5][CH:4]=1.[BrH:25]>>[BrH:25].[OH:2][C:3]1[C:12]([OH:13])=[C:11]2[C:6]([CH:7]([C:15]3[CH:20]=[CH:19][C:18]([OH:21])=[C:17]([OH:23])[CH:16]=3)[CH2:8][NH:9][CH2:10]2)=[CH:5][CH:4]=1 |f:2.3|. Procedure details: To 700 mg of 7,8-dimethoxy-4-(3,4-dimethoxyphenyl)-1,2,3,4-tetrahydroisoquinoline, was added 14 ml of 48% hydrobromic acid, and the mixture was heated under reflux for 3 hours under an argon gas stream. The reaction mixture was cooled, and the crystals which separated ount were collected by filtration, giving 540 mg of 7,8-dihydroxy-4-(3,4-dihydroxyphenyl)-1,2,3,4-tetrahydroisoquinoline hydrobromide.